From a dataset of the Open Reaction Database (ORD), a public repository of structured organic reaction records. describe an organic reaction: reactants, conditions, products, and yield Starting materials: FC(C(=O)O)(F)F.FC(C(=O)O)(F)F.ClC=1C=NC=2NC=3C=CC=C(CCC4=CC(=CC(NC1N2)=C4)N)C3 (6-chloro-2,4,8,22-tetraazatetracyclo[14.3.1.1(3,7).1(9,13)]docosa-1(20),3(22),4,6,9(21),10,12,16,18-nonaen-11-amine bis(trifluoroacetate)), C(#N)C1=C(C=CC=C1)S(=O)(=O)Cl (cyanobenzenesulfonyl chloride). Yields the product FC(C(=O)O)(F)F.ClC=1C=NC=2NC=3C=CC=C(CCC4=CC(=CC(NC1N2)=C4)NS(=O)(=O)C4=C(C=CC=C4)C#N)C3 (N-[6-Chloro-2,4,8,22-tetraazatetracyclo[14.3.1.1(3,7).1(9,13)]docosa-1(20),3(22),4,6,9(21),10,12,16,18-nonaen-11-yl]-2-cyanobenzenesulfonamide trifluoroacetate). The yield is 27.0%. As a reaction SMILES: [F:1][C:2]([F:7])([F:6])[C:3]([OH:5])=[O:4].FC(F)(F)C(O)=O.[Cl:15][C:16]1[CH:17]=[N:18][C:19]2[NH:20][C:21]3[CH:22]=[CH:23][CH:24]=[C:25]([CH:38]=3)[CH2:26][CH2:27][C:28]3[CH:36]=[C:32]([NH:33][C:34]=1[N:35]=2)[CH:31]=[C:30]([NH2:37])[CH:29]=3.[C:39]([C:41]1[CH:46]=[CH:45][CH:44]=[CH:43][C:42]=1[S:47](Cl)(=[O:49])=[O:48])#[N:40]>>[F:1][C:2]([F:7])([F:6])[C:3]([OH:5])=[O:4].[Cl:15][C:16]1[CH:17]=[N:18][C:19]2[NH:20][C:21]3[CH:22]=[CH:23][CH:24]=[C:25]([CH:38]=3)[CH2:26][CH2:27][C:28]3[CH:36]=[C:32]([NH:33][C:34]=1[N:35]=2)[CH:31]=[C:30]([NH:37][S:47]([C:42]1[CH:43]=[CH:44][CH:45]=[CH:46][C:41]=1[C:39]#[N:40])(=[O:49])=[O:48])[CH:29]=3 |f:0.1.2,4.5|. Procedure: The desired compound was prepared according to the procedure of Example B136, using 6-chloro-2,4,8,22-tetraazatetracyclo[14.3.1.1(3,7).1(9,13)]docosa-1(20),3(22),4,6,9(21),10,12,16,18-nonaen-11-amine bis(trifluoroacetate) and -cyanobenzenesulfonyl chloride as the starting materials in 27% yield. LCMS for C25H20ClN6O2S (M+H)+: m/z=503.1. Starting materials: O=C([O-])[O-], CCCC#N, CCCSc1nc(Cl)ccc1C(=O)N(C)C1CCOCC1, ClCCl, Cl, [K+], [K+], COC(=O)CC1CCCNC1. Product: CCCSc1nc(N2CCCC(CC(=O)OC)C2)ccc1C(=O)N(C)C1CCOCC1. Reaction SMILES: [C:34](=[O:35])([O-:36])[O-:37].[CH3:40][CH2:41][CH2:42][C:43]#[N:44].[Cl:1][c:2]1[n:3][c:4]([S:18][CH2:19][CH2:20][CH3:21])[c:5]([C:6](=[O:7])[N:8]([CH:9]2[CH2:10][CH2:11][O:12][CH2:13][CH2:14]2)[CH3:15])[cH:16][cH:17]1.[Cl:45][CH2:46][Cl:47].[ClH:33].[K+:38].[K+:39].[NH:22]1[CH2:23][CH:24]([CH2:28][C:29](=[O:30])[O:31][CH3:32])[CH2:25][CH2:26][CH2:27]1>>[c:2]1([N:22]2[CH2:23][CH:24]([CH2:28][C:29](=[O:30])[O:31][CH3:32])[CH2:25][CH2:26][CH2:27]2)[n:3][c:4]([S:18][CH2:19][CH2:20][CH3:21])[c:5]([C:6](=[O:7])[N:8]([CH:9]2[CH2:10][CH2:11][O:12][CH2:13][CH2:14]2)[CH3:15])[cH:16][cH:17]1. Starting materials: Cc1nc(-c2cccc(C(=O)O)c2)no1, Cl, Cl, Cl, NC1CCC(CCN2CCN(c3nccc4c3OCC4)CC2)CC1. Product: Cc1nc(-c2cccc(C(=O)NC3CCC(CCN4CCN(c5nccc6c5OCC6)CC4)CC3)c2)no1. Reaction SMILES: [CH3:28][c:29]1[n:30][c:31](-[c:34]2[cH:35][c:36]([C:37](=[O:38])[OH:39])[cH:40][cH:41][cH:42]2)[n:32][o:33]1.[ClH:1].[ClH:2].[ClH:3].[O:4]1[CH2:5][CH2:6][c:7]2[c:8]1[c:9]([N:13]1[CH2:14][CH2:15][N:16]([CH2:19][CH2:20][CH:21]3[CH2:22][CH2:23][CH:24]([NH2:27])[CH2:25][CH2:26]3)[CH2:17][CH2:18]1)[n:10][cH:11][cH:12]2>>[O:4]1[CH2:5][CH2:6][c:7]2[c:8]1[c:9]([N:13]1[CH2:14][CH2:15][N:16]([CH2:19][CH2:20][CH:21]3[CH2:22][CH2:23][CH:24]([NH:27][C:37]([c:36]4[cH:35][c:34](-[c:31]5[n:30][c:29]([CH3:28])[o:33][n:32]5)[cH:42][cH:41][cH:40]4)=[O:38])[CH2:25][CH2:26]3)[CH2:17][CH2:18]1)[n:10][cH:11][cH:12]2. The reactants are COC=1C=C2CC3(CCN(CC3)C3C(NCC3)=O)C(C2=CC1)=O (5-methoxy-1′-(2-oxopyrrolidin-3-yl)spiro[indene-2,4′-piperidin]-1(3H)-one), ClCC=1NC(C2=C(N1)CCOC2)=O (2-chloromethyl-3,5,7,8-tetrahydro-pyrano[4,3-d]pyrimidin-4-one), [H-].[Na+] (sodium hydride). The solvent is C1CCOC1 (THF), CN(C)C=O (DMF), CCOCC (ether). Conditions: temperature 70 celsius. The product is COC=1C=C2CC3(CCN(CC3)C3C(N(CC3)CC=3NC(C4=C(N3)CCOC4)=O)=O)C(C2=CC1)=O (2-((3-(5-methoxy-1-oxo-1,3-dihydrospiro[indene-2,4′-piperidine]-1′-yl)-2-oxopyrrolidin-1-yl)methyl)-7,8-dihydro-3H-pyrano[4,3-d]pyrimidin-4(5H)-one). Yield: 41.4%. RXN SMILES: [CH3:1][O:2][C:3]1[CH:4]=[C:5]2[C:20](=[CH:21][CH:22]=1)[C:19](=[O:23])[C:7]1([CH2:12][CH2:11][N:10]([CH:13]3[CH2:17][CH2:16][NH:15][C:14]3=[O:18])[CH2:9][CH2:8]1)[CH2:6]2.Cl[CH2:25][C:26]1[NH:27][C:28](=[O:36])[C:29]2[CH2:35][O:34][CH2:33][CH2:32][C:30]=2[N:31]=1.[H-].[Na+]>C1COCC1.CN(C=O)C.CCOCC>[CH3:1][O:2][C:3]1[CH:4]=[C:5]2[C:20](=[CH:21][CH:22]=1)[C:19](=[O:23])[C:7]1([CH2:8][CH2:9][N:10]([CH:13]3[CH2:17][CH2:16][N:15]([CH2:25][C:26]4[NH:27][C:28](=[O:36])[C:29]5[CH2:35][O:34][CH2:33][CH2:32][C:30]=5[N:31]=4)[C:14]3=[O:18])[CH2:11][CH2:12]1)[CH2:6]2 |f:2.3|. Reported procedure: To a solution of 5-methoxy-1′-(2-oxopyrrolidin-3-yl)spiro[indene-2,4′-piperidin]-1(3H)-one (3.34 mmol, 1.05 g) and 2-chloromethyl-3,5,7,8-tetrahydro-pyrano[4,3-d]pyrimidin-4-one (3.67 mmol, 0.737 g) in THF (40 mL) and DMF (5 mL) was added sodium hydride (60%, 11.69 mmol, 0.468 g) and the suspension was heated at 70° C. for 45 min. The reaction was allowed to cool to ambient temperature, diluted with 100 mL of ether, an off-white solid was collected by filtration and was dried in vacuo. Recrystal... Reactants: N#Cc1ccccc1-c1ccc(CBr)cc1, COC(=O)C(N)C(C)C, Cl. The product is COC(=O)C(N)C(C)CCc1ccc(-c2ccccc2C#N)cc1. Reaction SMILES: [Br:11][CH2:12][c:13]1[cH:14][cH:15][c:16](-[c:19]2[c:20]([C:25]#[N:26])[cH:21][cH:22][cH:23][cH:24]2)[cH:17][cH:18]1.[CH3:2][O:3][C:4]([CH:5]([NH2:6])[CH:7]([CH3:8])[CH3:9])=[O:10].[ClH:1]>>[CH3:2][O:3][C:4]([CH:5]([NH2:6])[CH:7]([CH3:8])[CH2:9][CH2:12][c:13]1[cH:14][cH:15][c:16](-[c:19]2[c:20]([C:25]#[N:26])[cH:21][cH:22][cH:23][cH:24]2)[cH:17][cH:18]1)=[O:10].